From a dataset of the Open Reaction Database (ORD), a public repository of structured organic reaction records. describe an organic reaction: reactants, conditions, products, and yield The reactants are CSC(=NC#N)NCc1ccc(C(C)(C)C)cc1, NCCc1ccccn1, Cc1ccccc1C. The product is CC(C)(C)c1ccc(CNC(=NC#N)NCCc2ccccn2)cc1. Reaction SMILES: [C:1]([CH3:2])([CH3:3])([CH3:4])[c:5]1[cH:6][cH:7][c:8]([CH2:9][NH:10][C:11]([S:12][CH3:13])=[N:14][C:15]#[N:16])[cH:17][cH:18]1.[NH2:19][CH2:20][CH2:21][c:22]1[n:23][cH:24][cH:25][cH:26][cH:27]1.[c:28]1([CH3:29])[c:30]([CH3:31])[cH:32][cH:33][cH:34][cH:35]1>>[C:1]([CH3:2])([CH3:3])([CH3:4])[c:5]1[cH:6][cH:7][c:8]([CH2:9][NH:10][C:11](=[N:14][C:15]#[N:16])[NH:19][CH2:20][CH2:21][c:22]2[n:23][cH:24][cH:25][cH:26][cH:27]2)[cH:17][cH:18]1. Starting materials: F\C(\C(=O)OCC)=C(/C)\C=1C=C2C(=CC(OC2=CC1OC)(C)C)C(C)(C)C (ethyl (2E)-fluoro-3-(4-tert-butyl-7-methoxy-2,2-dimethyl-2H-chromen-6-yl)but-2-enoate), F\C(\C(=O)OCC)=C(/C)\C=1C=C2C(=CC(OC2=CC1OC)(C)C)C(C)(C)C (ethyl (2E)-fluoro-3-(4-tert-butyl-7-methoxy-2,2-dimethyl-2H-chromen-6-yl)but-2-enoate), [H-].C(C(C)C)[Al+]CC(C)C (diisobutylaluminum hydride). Product: C(C)(C)(C)C1=CC(OC2=CC(=C(C=C12)/C(=C(\CO)/F)/C)OC)(C)C ((2E)-3-(4-tert-Butyl-7-methoxy-2,2-dimethyl-2H-chromen-6-yl)-2-fluoro-but-2-en-1-ol). RXN SMILES: [F:1]/[C:2](=[C:8](/[C:10]1[CH:11]=[C:12]2[C:17](=[CH:18][C:19]=1[O:20][CH3:21])[O:16][C:15]([CH3:23])([CH3:22])[CH:14]=[C:13]2[C:24]([CH3:27])([CH3:26])[CH3:25])\[CH3:9])/[C:3](OCC)=[O:4].[H-].C([Al+]CC(C)C)C(C)C>>[C:24]([C:13]1[C:12]2[C:17](=[CH:18][C:19]([O:20][CH3:21])=[C:10](/[C:8](/[CH3:9])=[C:2](/[F:1])\[CH2:3][OH:4])[CH:11]=2)[O:16][C:15]([CH3:23])([CH3:22])[CH:14]=1)([CH3:27])([CH3:25])[CH3:26] |f:1.2|. Procedure details: Following General Procedure L, ethyl (2E)-fluoro-3-(4-tert-butyl-7-methoxy-2,2-dimethyl-2H-chromen-6-yl)but-2-enoate (Compound 70, 148 mg, 0.39 mmol) and diisobutylaluminum hydride (1 M in dichloromethane, 1.1 mL, 1.1 mmol) were reacted to give the title compound as yellow solid after purification by flash chromatography (silica gel, 1:9 to 1:4 ethyl acetate/hexane). Reactants: CC(=O)Nc1nc2cnc(Nc3cc(N(C(=O)[O-])C(C)(C)C)ccc3C)nc2s1, COc1ccccc1, O=C(O)C(F)(F)F. Product: CC(=O)Nc1nc2cnc(Nc3cc(N)ccc3C)nc2s1. As a reaction SMILES: [C:1]([N:5]([C:2](=[O:3])[O-:4])[c:9]1[cH:10][c:11]([NH:16][c:17]2[n:18][cH:19][c:20]3[c:21]([n:22]2)[s:23][c:24]([NH:26][C:27]([CH3:28])=[O:29])[n:25]3)[c:12]([CH3:15])[cH:13][cH:14]1)([CH3:6])([CH3:7])[CH3:8].[CH3:30][O:31][c:32]1[cH:33][cH:34][cH:35][cH:36][cH:37]1.[OH:38][C:39]([C:40]([F:41])([F:42])[F:43])=[O:44]>>[NH2:5][c:9]1[cH:10][c:11]([NH:16][c:17]2[n:18][cH:19][c:20]3[c:21]([n:22]2)[s:23][c:24]([NH:26][C:27]([CH3:28])=[O:29])[n:25]3)[c:12]([CH3:15])[cH:13][cH:14]1. Reactants: C(C)OC(C(C(=O)C)=CC1=CC=CO1)=O (2-furfurylideneacetoacetic acid ethyl ester), C(C)(C)O (isopropanol), C(C)OC(CC(N)=N)=O (amidinoacetic acid ethyl ester). Run in C(C)O (ethanol). Yields the product C(C)OC(=O)C1=C(NC(=C(C1C=1OC=CC1)C(=O)OCC)C)N (2-amino-6-methyl-4-(fur-2-yl)-1,4-dihydropyridine-3,5-dicarboxylic acid diethyl ester). The yield is 78.0%. Reaction SMILES: [CH2:1]([O:3][C:4](=[O:15])[C:5](=[CH:9][C:10]1[O:14][CH:13]=[CH:12][CH:11]=1)[C:6]([CH3:8])=O)[CH3:2].[CH2:16]([O:18][C:19](=[O:24])[CH2:20][C:21](=[NH:23])[NH2:22])[CH3:17].C(O)(C)C>C(O)C>[CH2:16]([O:18][C:19]([C:20]1[CH:9]([C:10]2[O:14][CH:13]=[CH:12][CH:11]=2)[C:5]([C:4]([O:3][CH2:1][CH3:2])=[O:15])=[C:6]([CH3:8])[NH:22][C:21]=1[NH2:23])=[O:24])[CH3:17]. Procedure: Upon boiling a solution of 10.4 g of 2-furfurylideneacetoacetic acid ethyl ester and 6.5 g of amidinoacetic acid ethyl ester in 100 ml of ethanol for 2 hours, 2-amino-6-methyl-4-(fur-2-yl)-1,4-dihydropyridine-3,5-dicarboxylic acid diethyl ester of melting point 183°C (isopropanol) is obtained. Starting materials: CN(C(NC1=C2C(OCC2=C(C(=C1C/C=C(/CCC(=O)OC)\C)OC)C)=O)=O)C (methyl (E)-6-[1,3-dihydro-4-(3,3-dimethylureido)-6-methoxy-7-methyl-3-oxoisobenzofuran-5-yl]-4-methyl-4-hexenoate), CO (methanol), O.[OH-].[Li+] (lithium hydroxide monohydrate). Solvent: O (water). Product: CN(C(NC1=C2C(OCC2=C(C(=C1C/C=C(/CCC(=O)O)\C)OC)C)=O)=O)C ((E)-6-[1,3-dihydro-4-(3,3-dimethylureido)-6-methoxy-7-methyl-3-oxoisobenzofuran-5-yl]-4-methyl-4-hexenoic acid). Isolated yield 94.6%. As a reaction SMILES: [CH3:1][N:2]([CH3:29])[C:3](=[O:28])[NH:4][C:5]1[C:13]([CH2:14]/[CH:15]=[C:16](\[CH3:23])/[CH2:17][CH2:18][C:19]([O:21]C)=[O:20])=[C:12]([O:24][CH3:25])[C:11]([CH3:26])=[C:10]2[C:6]=1[C:7](=[O:27])[O:8][CH2:9]2.CO.O.[OH-].[Li+]>O>[CH3:29][N:2]([CH3:1])[C:3](=[O:28])[NH:4][C:5]1[C:13]([CH2:14]/[CH:15]=[C:16](\[CH3:23])/[CH2:17][CH2:18][C:19]([OH:21])=[O:20])=[C:12]([O:24][CH3:25])[C:11]([CH3:26])=[C:10]2[C:6]=1[C:7](=[O:27])[O:8][CH2:9]2 |f:2.3.4|. Procedure: To a solution of 0.3 g (0.74 mmol) of methyl (E)-6-[1,3-dihydro-4-(3,3-dimethylureido)-6-methoxy-7-methyl-3-oxoisobenzofuran-5-yl]-4-methyl-4-hexenoate in 7.4 ml 4:1 methanol:water was added 0.13 g (2.96 mmol) of lithium hydroxide monohydrate. The solution was heated at 50°-60° C. for 4 hours. Upon cooling, the reaction was partitioned between aqueous sodium hydrogen sulfate and ethyl acetate. The organic layer was washed with brine, dried over magnesium sulfate, and concentrated to (E)-6-[1,3-d... Reactants: C(C)OC(=O)C=1C=NNC1 (1H-pyrazole-4-carboxylic acid ethyl ester), N#CN (cyanamide), O1CCOCC1 (dioxane), Cl (HCl), O1CCOCC1 (dioxane). Solvent: CCOCC (Et2O). Reaction conditions: temperature 100 celsius. The product is Cl.C(C)OC(=O)C=1C=NN(C1)C(N)=N (1-Carbamimidoyl-1H-pyrazole-4-carboxylic acid ethyl ester hydrochloride). The yield is 93.0%. Reaction SMILES: [CH2:1]([O:3][C:4]([C:6]1[CH:7]=[N:8][NH:9][CH:10]=1)=[O:5])[CH3:2].[N:11]#[C:12][NH2:13].O1CCOCC1.[ClH:20]>CCOCC>[ClH:20].[CH2:1]([O:3][C:4]([C:6]1[CH:7]=[N:8][N:9]([C:12](=[NH:11])[NH2:13])[CH:10]=1)=[O:5])[CH3:2] |f:5.6|. Reported procedure: To a solution of 1H-pyrazole-4-carboxylic acid ethyl ester (5.00 g, 35.7 mmol), cyanamide (1.50 g, 35.7 mmol), and dioxane (25 mL) was added a solution of 4M HCl in dioxane (9.80 mL, 39.3 mmol). The reaction mixture was heated to 100° C. for 3 h. The reaction was cooled to 23° C. and Et2O (20 mL) was added. The resulting white precipitate was filtered to yield the titled compound (7.26 g, 93%). 1H NMR (400 MHz, DMSO-d6): 9.65 (br m, 4H), 9.29 (s, 1H), 8.43 (s, 1H), 4.31 (q, J=7.1 Hz, 2H), 1.31 (... The reactants are COC(=O)c1cccc(C(NCC(=O)Nc2c(C(C)C)cccc2C(C)C)c2ccccc2)c1, CO, [Na+], [OH-]. Yields the product CC(C)c1cccc(C(C)C)c1NC(=O)CNC(c1ccccc1)c1cccc(C(=O)O)c1. As a reaction SMILES: [CH3:1][O:2][C:3]([c:4]1[cH:5][c:6]([CH:10]([c:11]2[cH:12][cH:13][cH:14][cH:15][cH:16]2)[NH:17][CH2:18][C:19](=[O:20])[NH:21][c:22]2[c:23]([CH:31]([CH3:32])[CH3:33])[cH:24][cH:25][cH:26][c:27]2[CH:28]([CH3:29])[CH3:30])[cH:7][cH:8][cH:9]1)=[O:34].[CH3:37][OH:38].[Na+:36].[OH-:35]>>[O:2]=[C:3]([c:4]1[cH:5][c:6]([CH:10]([c:11]2[cH:12][cH:13][cH:14][cH:15][cH:16]2)[NH:17][CH2:18][C:19](=[O:20])[NH:21][c:22]2[c:23]([CH:31]([CH3:32])[CH3:33])[cH:24][cH:25][cH:26][c:27]2[CH:28]([CH3:29])[CH3:30])[cH:7][cH:8][cH:9]1)[OH:34].